From a dataset of the Open Reaction Database (ORD), a public repository of structured organic reaction records. describe an organic reaction: reactants, conditions, products, and yield Starting materials: CN, CC(C)O, O=[N+]([O-])c1ccc(OCCCl)cc1. Product: CNCCOc1ccc([N+](=O)[O-])cc1. Reaction SMILES: [CH3:14][NH2:15].[CH:16]([OH:17])([CH3:18])[CH3:19].[N+:1](=[O:2])([O-:3])[c:4]1[cH:5][cH:6][c:7]([O:10][CH2:11][CH2:12][Cl:13])[cH:8][cH:9]1>>[N+:1](=[O:2])([O-:3])[c:4]1[cH:5][cH:6][c:7]([O:10][CH2:11][CH2:12][NH:15][CH3:14])[cH:8][cH:9]1. Starting materials: CCCC(CC(=O)OC)c1ccc(O)c(Br)c1, BrCc1ccccc1, O=C([O-])[O-], [Cs+], [Cs+], CN(C)C=O, O. Yields the product CCCC(CC(=O)OC)c1ccc(OCc2ccccc2)c(Br)c1. RXN SMILES: [Br:1][c:2]1[cH:3][c:4]([CH:9]([CH2:10][C:11](=[O:12])[O:13][CH3:14])[CH2:15][CH2:16][CH3:17])[cH:5][cH:6][c:7]1[OH:8].[Br:24][CH2:25][c:26]1[cH:27][cH:28][cH:29][cH:30][cH:31]1.[C:18](=[O:19])([O-:20])[O-:21].[Cs+:22].[Cs+:23].[O:32]=[CH:33][N:34]([CH3:35])[CH3:36].[OH2:37]>>[Br:1][c:2]1[cH:3][c:4]([CH:9]([CH2:10][C:11](=[O:12])[O:13][CH3:14])[CH2:15][CH2:16][CH3:17])[cH:5][cH:6][c:7]1[O:8][CH2:25][c:26]1[cH:27][cH:28][cH:29][cH:30][cH:31]1. The reactants are C1(=CC=CC=C1)C(=[N+]=[N-])C1=CC=CC=C1 (diphenyldiazomethane), C(C1=CC=CC=C1)N1C2=C(C3=CC=CC=C13)CCC(S2)CC(=O)O (2-(9-Benzyl-2,3,4,9-tetrahydrothiopyrano[2,3-b]indol-2-yl) acetic acid). Product: C(C1=CC=CC=C1)N1C2=C(C3=CC=CC=C13)CCC(S2)CC(=O)OC(C2=CC=CC=C2)C2=CC=CC=C2 (Diphenylmethyl 2-(9-benzyl-2,3,4,9-tetrahydrothiopyrano[2,3-b]indol-2-yl)acetate). RXN SMILES: [C:1]1([C:7]([C:10]2[CH:15]=[CH:14][CH:13]=[CH:12][CH:11]=2)=[N+]=[N-])[CH:6]=[CH:5][CH:4]=[CH:3][CH:2]=1.[CH2:16]([N:23]1[C:31]2[C:26](=[CH:27][CH:28]=[CH:29][CH:30]=2)[C:25]2[CH2:32][CH2:33][CH:34]([CH2:36][C:37]([OH:39])=[O:38])[S:35][C:24]1=2)[C:17]1[CH:22]=[CH:21][CH:20]=[CH:19][CH:18]=1>C(OCC)(=O)C>[CH2:16]([N:23]1[C:31]2[C:26](=[CH:27][CH:28]=[CH:29][CH:30]=2)[C:25]2[CH2:32][CH2:33][CH:34]([CH2:36][C:37]([O:39][CH:7]([C:10]3[CH:15]=[CH:14][CH:13]=[CH:12][CH:11]=3)[C:1]3[CH:6]=[CH:5][CH:4]=[CH:3][CH:2]=3)=[O:38])[S:35][C:24]1=2)[C:17]1[CH:18]=[CH:19][CH:20]=[CH:21][CH:22]=1. The solvent is C(C)(=O)OCC (ethyl acetate). Reported procedure: An excess of diphenyldiazomethane was added to a mixture of 100 mg of 2-(9-benzyl-2,3,4,9-tetrahydrothiopyrano[2,3-b]indol-2-yl)acetic acid (prepared as described in Example 83) in 5 ml of ethyl acetate, with stirring, at room temperature, and stirring was continued at this temperature overnight. At the end of this time, the solvent was removed by evaporation under reduced pressure, and the resulting residue was purified by silica gel column chromatography, using a mixture of 6% v/v ethyl acetat... Starting materials: C(C)(C)(C)OC(=O)N[C@@H](C(=O)OC)C ((R)-methyl 2-(tert-butoxycarbonylamino)propanoate), [H-].C(C(C)C)[Al+]CC(C)C (diisobutylaluminium hydride). The solvent is C(Cl)Cl (DCM). Reaction conditions: temperature -78 celsius, time 1.5 hour. Product: O=C[C@@H](C)NC(OC(C)(C)C)=O ((R)-tert-butyl 1-oxopropan-2-ylcarbamate). Yield: 165.0%. As a reaction SMILES: [C:1]([O:5][C:6]([NH:8][C@H:9]([CH3:14])[C:10](OC)=[O:11])=[O:7])([CH3:4])([CH3:3])[CH3:2].[H-].C([Al+]CC(C)C)C(C)C>C(Cl)Cl>[O:11]=[CH:10][C@H:9]([NH:8][C:6](=[O:7])[O:5][C:1]([CH3:4])([CH3:3])[CH3:2])[CH3:14] |f:1.2|. Procedure details: To a cooled solution of (R)-methyl 2-(tert-butoxycarbonylamino)propanoate (40.0 g, 98.0 mmol) in DCM (200 mL) at −78° C. was added diisobutylaluminium hydride (208 mL, 1.0 M in THF) dropwise over 30 min. The reaction mixture was stirred at −78° C. for 1.5 h then quenched with water (50 mL). After warmed to rt, the white precipitate was removed by filtration over Celite. The organic layer was then washed with brine, dried (Na2SO4), and concentrated. The crude residue was purified by flash chromat... RXN SMILES: [CH2:1]([c:2]1[cH:3][cH:4][cH:5][cH:6][cH:7]1)[N:8]1[C:9](=[O:29])[CH:10]([CH2:20][CH:21]=[CH:22][c:23]2[cH:24][cH:25][cH:26][cH:27][cH:28]2)[C:11]([CH3:19])=[N:12][c:13]2[c:14]1[cH:15][cH:16][cH:17][cH:18]2.[CH3:30][CH2:31][O:32][CH2:33][CH3:34]>>[CH2:1]([c:2]1[cH:3][cH:4][cH:5][cH:6][cH:7]1)[N:8]1[C:9](=[O:29])[CH:10]([CH2:20][CH:21]=[CH:22][c:23]2[cH:24][cH:25][cH:26][cH:27][cH:28]2)[CH:11]([CH3:19])[NH:12][c:13]2[c:14]1[cH:15][cH:16][cH:17][cH:18]2. The product is CC1Nc2ccccc2N(Cc2ccccc2)C(=O)C1CC=Cc1ccccc1. Starting materials: CC1=Nc2ccccc2N(Cc2ccccc2)C(=O)C1CC=Cc1ccccc1, CCOCC.